From a dataset of the Open Reaction Database (ORD), a public repository of structured organic reaction records. describe an organic reaction: reactants, conditions, products, and yield Starting materials: C1CCOC1, C[S-], COC(=O)c1ccc(S(C)(=O)=O)c(F)c1CBr, [Na+]. Yields the product COC(=O)c1ccc(S(C)(=O)=O)c(F)c1CSC. As a reaction SMILES: [CH2:21]1[O:22][CH2:23][CH2:24][CH2:25]1.[CH3:18][S-:19].[CH3:1][S:2](=[O:3])(=[O:4])[c:5]1[c:6]([F:17])[c:7]([CH2:15][Br:16])[c:8]([C:9](=[O:10])[O:11][CH3:12])[cH:13][cH:14]1.[Na+:20]>>[CH3:1][S:2](=[O:3])(=[O:4])[c:5]1[c:6]([F:17])[c:7]([CH2:15][S:19][CH3:18])[c:8]([C:9](=[O:10])[O:11][CH3:12])[cH:13][cH:14]1. The reactants are C(O)([O-])=O.[Na+] (sodium hydrogencarbonate), C(C)(C)(C)OC(=O)N1CCN(CC1)C1=C(C=CC(=C1)OS(=O)(=O)C(C(C(C(F)(F)F)(F)F)(F)F)(F)F)C1CC(CC(C1)(C)C)(C)C (4-[5-(nonafluorobutane-1-sulfonyloxy)-2-(3,3,5,5-tetramethylcyclohexyl)phenyl]piperazine-1-carboxylic acid t-butyl ester), C(CCC)[Sn](C(=C)OCC)(CCCC)CCCC (tributyl(1-ethoxyvinyl)tin), [Cl-].[Li+] (lithium chloride). The reagents and catalysts are Cl[Pd]([P](C1=CC=CC=C1)(C2=CC=CC=C2)C3=CC=CC=C3)([P](C4=CC=CC=C4)(C5=CC=CC=C5)C6=CC=CC=C6)Cl (dichlorobis(triphenylphosphine)palladium(II)). The solvent is C(C)(=O)OCC (ethyl acetate), CN(C=O)C (dimethylformamide). Reaction conditions: temperature 90 celsius, time 10 minute. Yields the product C(C)(C)(C)OC(=O)N1CCN(CC1)C1=C(C=CC(=C1)C(C)=O)C1CC(CC(C1)(C)C)(C)C (4-[5-Acetyl-2-(3,3,5,5-tetramethylcyclohexyl)phenyl]piperazine-1-carboxylic acid t-butyl ester). The yield is 96.4%. As a reaction SMILES: [C:1]([O:5][C:6]([N:8]1[CH2:13][CH2:12][N:11]([C:14]2[CH:19]=[C:18](OS(C(F)(F)C(F)(F)C(F)(F)C(F)(F)F)(=O)=O)[CH:17]=[CH:16][C:15]=2[CH:37]2[CH2:42][C:41]([CH3:44])([CH3:43])[CH2:40][C:39]([CH3:46])([CH3:45])[CH2:38]2)[CH2:10][CH2:9]1)=[O:7])([CH3:4])([CH3:3])[CH3:2].C([Sn](CCCC)(CCCC)[C:52]([O:54]CC)=[CH2:53])CCC.[Cl-].[Li+].C(=O)([O-])O.[Na+]>Cl[Pd](Cl)([P](C1C=CC=CC=1)(C1C=CC=CC=1)C1C=CC=CC=1)[P](C1C=CC=CC=1)(C1C=CC=CC=1)C1C=CC=CC=1.C(OCC)(=O)C.CN(C)C=O>[C:1]([O:5][C:6]([N:8]1[CH2:9][CH2:10][N:11]([C:14]2[CH:19]=[C:18]([C:52](=[O:54])[CH3:53])[CH:17]=[CH:16][C:15]=2[CH:37]2[CH2:38][C:39]([CH3:46])([CH3:45])[CH2:40][C:41]([CH3:43])([CH3:44])[CH2:42]2)[CH2:12][CH2:13]1)=[O:7])([CH3:2])([CH3:4])[CH3:3] |f:2.3,4.5,^1:74,93|. Procedure: A mixture of 4-[5-(nonafluorobutane-1-sulfonyloxy)-2-(3,3,5,5-tetramethylcyclohexyl)phenyl]piperazine-1-carboxylic acid t-butyl ester (267 mg, 0.382 mmol) produced in Example (81c), tributyl(1-ethoxyvinyl)tin (0.16 mL, 0.458 mmol), dichlorobis(triphenylphosphine)palladium(II) (41 mg, 0.0573 mmol), lithium chloride (48.6 mg, 1.15 mmol) and dimethylformamide (3 mL) was stirred for 6 hours and 10 minutes at an external temperature of 90° C. under a nitrogen atmosphere. Saturated aqueous solution of...